Dataset: the Open Reaction Database (ORD), a public repository of structured organic reaction records. Task: describe an organic reaction: reactants, conditions, products, and yield Starting materials: CCOC(C)=O, CO, Nc1cc(Cl)sc1S(=O)(=O)NC(=S)NC1CCCCC1. The product is O=S1(=O)N=C(NC2CCCCC2)Nc2cc(Cl)sc21. Reaction SMILES: [C:23]([O:24][CH2:25][CH3:26])(=[O:27])[CH3:28].[CH3:21][OH:22].[NH2:1][c:2]1[c:3]([S:8](=[O:9])(=[O:10])[NH:11][C:12](=[S:13])[NH:14][CH:15]2[CH2:16][CH2:17][CH2:18][CH2:19][CH2:20]2)[s:4][c:5]([Cl:7])[cH:6]1>>[NH:1]1[c:2]2[c:3]([s:4][c:5]([Cl:7])[cH:6]2)[S:8](=[O:9])(=[O:10])[N:11]=[C:12]1[NH:14][CH:15]1[CH2:16][CH2:17][CH2:18][CH2:19][CH2:20]1. The reactants are CCOC(=O)Cc1ccccc1N(Cc1ccccc1)c1c(Cl)cccc1Cl, CCO, c1ccccc1. The product is O=C(O)Cc1ccccc1N(Cc1ccccc1)c1c(Cl)cccc1Cl. Reaction SMILES: [CH2:1]([c:2]1[cH:3][cH:4][cH:5][cH:6][cH:7]1)[N:8]([c:9]1[c:10]([Cl:16])[cH:11][cH:12][cH:13][c:14]1[Cl:15])[c:17]1[c:18]([CH2:23][C:24](=[O:25])[O:26][CH2:27][CH3:28])[cH:19][cH:20][cH:21][cH:22]1.[CH3:29][CH2:30][OH:31].[cH:32]1[cH:33][cH:34][cH:35][cH:36][cH:37]1>>[CH2:1]([c:2]1[cH:3][cH:4][cH:5][cH:6][cH:7]1)[N:8]([c:9]1[c:10]([Cl:16])[cH:11][cH:12][cH:13][c:14]1[Cl:15])[c:17]1[c:18]([CH2:23][C:24](=[O:25])[OH:26])[cH:19][cH:20][cH:21][cH:22]1. Starting materials: CC1=CC=C(C(=O)C2C(C3=CC=CC=C3C2=O)=O)C=C1 (2-(4-methylbenzoyl)indan-1,3-dione), O.NN (hydrazine hydrate), ice water. The product is C1(=CC=C(C=C1)C=1C2=C(NN1)C1=CC=CC=C1C2)C (3-(p-tolyl)-1,4-dihydroindeno[1,2-c]pyrazole). As a reaction SMILES: [CH3:1][C:2]1[CH:20]=[CH:19][C:5]([C:6]([CH:8]2[C:16](=O)[C:15]3[C:10](=[CH:11][CH:12]=[CH:13][CH:14]=3)[C:9]2=O)=O)=[CH:4][CH:3]=1.O.[NH2:22][NH2:23]>>[C:2]1([CH3:1])[CH:20]=[CH:19][C:5]([C:6]2[C:8]3[CH2:16][C:15]4[C:10](=[CH:11][CH:12]=[CH:13][CH:14]=4)[C:9]=3[NH:22][N:23]=2)=[CH:4][CH:3]=1 |f:1.2|. Reported procedure: A mixture of 2-(4-methylbenzoyl)indan-1,3-dione (1.32 g, prepared in a similar manner to the starting material in Example 6) and hydrazine hydrate (15 ml) was boiled under reflux for 24 hours. The mixture was cooled, poured into ice-water and the solid was collected by filtration, washed with absolute ethanol and dried to give 3-(p-tolyl)-1,4-dihydroindeno[1,2-c]pyrazole, m.p. 267-269° C. Starting materials: O=C1C(NC(N1CC1CCNCC1)=CC(=O)C1=CC=C(C#N)C=C1)(CC1=CC=NC=C1)CC1=CC=NC=C1 (4-[(5-Oxo-1-piperidin-4-ylmethyl-4,4-bis-pyridin-4-ylmethyl-imidazolidin-2-ylidene)-acetyl]-benzonitrile), CN1C=NC(=C1)S(=O)(=O)Cl (1-methylimidazol-4-ylsulfonyl chloride). Product: CN1C=NC(=C1)S(=O)(=O)N1CCC(CC1)CN1C(NC(C1=O)(CC1=CC=NC=C1)CC1=CC=NC=C1)=CC(=O)C1=CC=C(C#N)C=C1 (4-({1-[1-(1-Methyl-1H-imidazole-4-sulfonyl)-piperidin-4-ylmethyl]-5-oxo-4,4-bis-pyridin-4-ylmethyl-imidazolidin-2-ylidene}-acetyl)-benzonitrile). As a reaction SMILES: [O:1]=[C:2]1[N:6]([CH2:7][CH:8]2[CH2:13][CH2:12][NH:11][CH2:10][CH2:9]2)[C:5](=[CH:14][C:15]([C:17]2[CH:24]=[CH:23][C:20]([C:21]#[N:22])=[CH:19][CH:18]=2)=[O:16])[NH:4][C:3]1([CH2:32][C:33]1[CH:38]=[CH:37][N:36]=[CH:35][CH:34]=1)[CH2:25][C:26]1[CH:31]=[CH:30][N:29]=[CH:28][CH:27]=1.[CH3:39][N:40]1[CH:44]=[C:43]([S:45](Cl)(=[O:47])=[O:46])[N:42]=[CH:41]1>>[CH3:39][N:40]1[CH:44]=[C:43]([S:45]([N:11]2[CH2:12][CH2:13][CH:8]([CH2:7][N:6]3[C:2](=[O:1])[C:3]([CH2:25][C:26]4[CH:31]=[CH:30][N:29]=[CH:28][CH:27]=4)([CH2:32][C:33]4[CH:38]=[CH:37][N:36]=[CH:35][CH:34]=4)[NH:4][C:5]3=[CH:14][C:15]([C:17]3[CH:18]=[CH:19][C:20]([C:21]#[N:22])=[CH:23][CH:24]=3)=[O:16])[CH2:9][CH2:10]2)(=[O:47])=[O:46])[N:42]=[CH:41]1. Procedure: According to the procedure of Example 13, the title compound of 40B (100 mg, 0.20 mmol) and 1-methylimidazol-4-ylsulfonyl chloride (50 mg, 0.30 mmol) were reacted to generate the title compound as a white solid (9 mg, 0.014 mmol, 7% yield). Reactants: Cl (HCl), [OH-].[Na+] (NaOH), CC(C(=O)O)(C)OCC1=NNC2=CC=CC=C12 (2-methyl-2-[(1H-indazol-3-yl)methoxy]propanoic acid), [H-].[Na+] (NaH), ClC1CCCC2=CC=CC=C12 (1-chloro-1,2,3,4-tetrahydronaphthalene). Run in O (water), C(C)O (ethanol), CN(C)C=O (DMF). Conditions: temperature 60 celsius, time 10 minute. The product is CC(C(=O)O)(C)OCC1=NN(C2=CC=CC=C12)C1CCCC2=CC=CC=C12 (2-methyl-2-{[1-(1,2,3,4-tetrahydronaphth-1-yl)-1H-indazol-3-yl]methoxy}-propanoic acid). The yield is 91.5%. RXN SMILES: [CH3:1][C:2]([O:7][CH2:8][C:9]1[C:17]2[C:12](=[CH:13][CH:14]=[CH:15][CH:16]=2)[NH:11][N:10]=1)([CH3:6])[C:3]([OH:5])=[O:4].[H-].[Na+].Cl[CH:21]1[C:30]2[C:25](=[CH:26][CH:27]=[CH:28][CH:29]=2)[CH2:24][CH2:23][CH2:22]1.Cl.[OH-].[Na+]>CN(C=O)C.C(O)C.O>[CH3:6][C:2]([O:7][CH2:8][C:9]1[C:17]2[C:12](=[CH:13][CH:14]=[CH:15][CH:16]=2)[N:11]([CH:29]2[C:30]3[C:25](=[CH:24][CH:23]=[CH:22][CH:21]=3)[CH2:26][CH2:27][CH2:28]2)[N:10]=1)([CH3:1])[C:3]([OH:5])=[O:4] |f:1.2,5.6|. Reported procedure: To a solution of 2-methyl-2-[(1H-indazol-3-yl)methoxy]propanoic acid (26 g; 0.093 mol) in DMF (200 ml) was added 60% NaH (10 g; 0.25 mol) and the mixture was stirred for 10 minutes at 60° C. 1-chloro-1,2,3,4-tetrahydronaphthalene (0.217 mol) was then added to the mixture and the whole was stirred at 60° C. for 18 hours. The reaction was stopped by pouring the mixture into water (1 L), followed by acidifying with 5 N HCl and extracting the product with diethyl ether (3×250 ml). The residue obtain... Reactants: COC(=O)NC(=S)NC1=C(C=CC=C1)NC(CN(C)C)=O (1-Methoxycarbonyl-3-(2-dimethylaminoacetamidophenyl)thiourea), Cl (hydrogen chloride). The solvent is C(C)O (ethanol), C(C)OCC (diethyl ether), C(C)OCC (diethyl ether). Yields the product Cl.COC(=O)NC(=S)NC1=C(C=CC=C1)NC(CN(C)C)=O (1-methoxycarbonyl-3-(2-dimethylaminoacetamidophenyl)thiourea hydrochloride). RXN SMILES: [CH3:1][O:2][C:3]([NH:5][C:6]([NH:8][C:9]1[CH:14]=[CH:13][CH:12]=[CH:11][C:10]=1[NH:15][C:16](=[O:21])[CH2:17][N:18]([CH3:20])[CH3:19])=[S:7])=[O:4].[ClH:22]>C(O)C.C(OCC)C>[ClH:22].[CH3:1][O:2][C:3]([NH:5][C:6]([NH:8][C:9]1[CH:14]=[CH:13][CH:12]=[CH:11][C:10]=1[NH:15][C:16](=[O:21])[CH2:17][N:18]([CH3:20])[CH3:19])=[S:7])=[O:4] |f:4.5|. Procedure details: 1-Methoxycarbonyl-3-(2-dimethylaminoacetamidophenyl)thiourea (3.0 g) was dissolved in the minimum quantity of ethanol and the solution treated with diethyl ether (300 ml), followed by an excess of a saturated solution of hydrogen chloride in diethyl ether. The resultant solid was filtered off and recrystallised from ethanol to give 1-methoxycarbonyl-3-(2-dimethylaminoacetamidophenyl)thiourea hydrochloride (2.8 g) m.p. 187°-188° C. (with decomposition). The reactants are N1=CC=C(C=C1)N1CCN(CC1)CC(=O)C1=CC=C(C=C1)CCC(=O)OC (Methyl 3-[4-[2-[4-(4-pyridyl)piperazin-1-yl]acetyl]phenyl]propionate), [OH-].[Na+] (sodium hydroxide). The solvent is CO (methanol). Reaction conditions: temperature 4 celsius, time 3 hour. Yields the product N1=CC=C(C=C1)N1CCN(CC1)CC(=O)C1=CC=C(C=C1)CCC(=O)O (3-[4-[2-[4-(4-Pyridyl)piperazin-1-yl]acetyl]phenyl]propionic acid). RXN SMILES: [N:1]1[CH:6]=[CH:5][C:4]([N:7]2[CH2:12][CH2:11][N:10]([CH2:13][C:14]([C:16]3[CH:21]=[CH:20][C:19]([CH2:22][CH2:23][C:24]([O:26]C)=[O:25])=[CH:18][CH:17]=3)=[O:15])[CH2:9][CH2:8]2)=[CH:3][CH:2]=1.[OH-].[Na+]>CO>[N:1]1[CH:6]=[CH:5][C:4]([N:7]2[CH2:8][CH2:9][N:10]([CH2:13][C:14]([C:16]3[CH:21]=[CH:20][C:19]([CH2:22][CH2:23][C:24]([OH:26])=[O:25])=[CH:18][CH:17]=3)=[O:15])[CH2:11][CH2:12]2)=[CH:3][CH:2]=1 |f:1.2|. Procedure: A stirred solution of the product of Example 11 (70 mg) in methanol (0.5 ml) was treated with a M sodium hydroxide solution (0.19 ml) and stirring continued for 3 hours. The methanol was removed in vacuo and the residue diluted with water (1 ml), then a M hydrochloric acid solution (0.19 ml) added. On cooling to 4° C. a solid precipitated which was collected, washed with ice-water, then dried to give the title compound, 36.5 mg: m.p. 245°-247° C.; NMR (d6DMSO) δ 8.05(2H,d), 7.91(2H,d), 7.36(2H,d...